This data is from the Open Reaction Database (ORD), a public repository of structured organic reaction records. The task is: describe an organic reaction: reactants, conditions, products, and yield The reactants are [O-][Si](=O)[O-].[Mg+2] (florisil), solid, C[N+]1(CCOCC1)[O-] (N-methyl-morpholine-N-oxide), COC1=CC=CC=2C(C3=CC(=CC=C3C12)CO)=O (4-methoxy-7-hydroxymethyl-fluoren-9-one). The reagents and catalysts are [Ru](=O)(=O)(=O)[O-].C(CC)[N+](CCC)(CCC)CCC (tetrapropylammonium perruthenate). Solvent: C(Cl)Cl (CH2Cl2). Run at time 5 minute. Yields the product COC1=CC=CC=2C(C3=CC(=CC=C3C12)C=O)=O (4-methoxy-7-formyl-fluoren-9-one). The yield is 77.5%. As a reaction SMILES: [CH3:1][O:2][C:3]1[C:15]2[C:14]3[C:9](=[CH:10][C:11]([CH2:16][OH:17])=[CH:12][CH:13]=3)[C:8](=[O:18])[C:7]=2[CH:6]=[CH:5][CH:4]=1.C[N+]1([O-])CCOCC1.[O-][Si]([O-])=O.[Mg+2]>C(Cl)Cl.[Ru]([O-])(=O)(=O)=O.C([N+](CCC)(CCC)CCC)CC>[CH3:1][O:2][C:3]1[C:15]2[C:14]3[C:9](=[CH:10][C:11]([CH:16]=[O:17])=[CH:12][CH:13]=3)[C:8](=[O:18])[C:7]=2[CH:6]=[CH:5][CH:4]=1 |f:2.3,5.6|. Procedure details: To a stirred suspension of 1.85 g (7.69 mmol) of carbinol from Step E in 50 mL CH2Cl2 was added 270.1 mg (0.769 mmol) of tetrapropylammonium perruthenate. After stirring for 5 minutes, 1.35 g (11.5 mmol) of solid N-methyl-morpholine-N-oxide was added all at once, and the resulting mixture stirred further for 5 minutes. The dark solution was passed over a column of florisil eluted with CH2Cl2-EtOAc (10:1) to give 1.42 g of the title aldehyde as a yellow solid. The reactants are [Cl-].[Cl-].C1(=CC=CC=C1)P(C1=CC=CC=C1)C1=CC=CC=C1 (triphenylphosphine dichloride), OC1=CC=C(C=C1)C(C(F)(F)F)(C(F)(F)F)C1=CC=C(C=C1)O (2,2-bis(4-hydroxyphenyl)hexafluoropropane). Solvent: ClCCl (dichloromethane), ClCCl (dichloromethane). Run at time 4 hour. Product: ClC1=CC=C(C=C1)C(C(F)(F)F)(C(F)(F)F)C1=CC=C(C=C1)Cl (2,2-bis(4-chlorophenyl)hexafluoropropane). Reaction SMILES: [Cl-:1].[Cl-:2].C1(P(C2C=CC=CC=2)C2C=CC=CC=2)C=CC=CC=1.O[C:23]1[CH:28]=[CH:27][C:26]([C:29]([C:38]2[CH:43]=[CH:42][C:41](O)=[CH:40][CH:39]=2)([C:34]([F:37])([F:36])[F:35])[C:30]([F:33])([F:32])[F:31])=[CH:25][CH:24]=1>ClCCl>[Cl:1][C:23]1[CH:28]=[CH:27][C:26]([C:29]([C:38]2[CH:43]=[CH:42][C:41]([Cl:2])=[CH:40][CH:39]=2)([C:34]([F:37])([F:36])[F:35])[C:30]([F:33])([F:32])[F:31])=[CH:25][CH:24]=1 |f:0.1.2|. Procedure details: To a slurry of triphenylphosphine dichloride (0.2 moles) in dichloromethane (250 ml) under argon is added 2,2-bis(4-hydroxyphenyl)hexafluoropropane (0.1 mole). The solvent is removed by distillation to form an essentially solid reaction mixture in the reaction vessel. The reaction vessel is heated in a molten metal bath to form a molten reaction mixture and the mixture agitated for approximately four hours before cooling to obtain a solid reaction product. The resulting solid is dissolved in dic... The product is COc1cc(OCC2CC2)c(-c2ncnc3c(C(=O)NC4CCN(C(C)=O)CC4)c[nH]c23)cc1F. RXN SMILES: [CH3:34][C:35]([Cl:36])=[O:37].[ClH:1].[NH:2]1[CH2:3][CH2:4][CH:5]([NH:8][C:9](=[O:10])[c:11]2[cH:12][nH:13][c:14]3[c:15]2[n:16][cH:17][n:18][c:19]3-[c:20]2[c:21]([O:29][CH2:30][CH:31]3[CH2:32][CH2:33]3)[cH:22][c:23]([O:27][CH3:28])[c:24]([F:26])[cH:25]2)[CH2:6][CH2:7]1>>[N:2]1([C:35]([CH3:34])=[O:37])[CH2:3][CH2:4][CH:5]([NH:8][C:9](=[O:10])[c:11]2[cH:12][nH:13][c:14]3[c:15]2[n:16][cH:17][n:18][c:19]3-[c:20]2[c:21]([O:29][CH2:30][CH:31]3[CH2:32][CH2:33]3)[cH:22][c:23]([O:27][CH3:28])[c:24]([F:26])[cH:25]2)[CH2:6][CH2:7]1. Reactants: CC(=O)Cl, Cl, COc1cc(OCC2CC2)c(-c2ncnc3c(C(=O)NC4CCNCC4)c[nH]c23)cc1F.